Dataset: the Open Reaction Database (ORD), a public repository of structured organic reaction records. Task: describe an organic reaction: reactants, conditions, products, and yield The reactants are Cn1c(N)c(N=O)c(=O)n(C)c1=O, [Na+], [Na+], O, O=S([O-])S(=O)[O-]. The product is Cn1c(N)c(N)c(=O)n(C)c1=O. RXN SMILES: [NH2:1][c:2]1[c:3]([N:12]=[O:13])[c:4](=[O:11])[n:5]([CH3:10])[c:6](=[O:9])[n:7]1[CH3:8].[Na+:20].[Na+:21].[OH2:22].[S:14]([S:15]([O-:16])=[O:17])([O-:18])=[O:19]>>[NH2:1][c:2]1[c:3]([NH2:12])[c:4](=[O:11])[n:5]([CH3:10])[c:6](=[O:9])[n:7]1[CH3:8]. Starting materials: C(CCCC)OC1=CC=C(CON2C(C3=CC=CC=C3C2=O)=O)C=C1 (2-(4-pentyloxy-benzyloxy)-isoindole-1,3-dione), CNN (methyl-hydrazine). Run in ClCCl (dichloromethane). Run at time 60 minute. Product: C(CCCC)OC1=CC=C(CON)C=C1 (O-(4-Pentyloxy-benzyl)-hydroxylamine). Isolated yield 95.1%. RXN SMILES: [CH2:1]([O:6][C:7]1[CH:25]=[CH:24][C:10]([CH2:11][O:12][N:13]2C(=O)C3C(=CC=CC=3)C2=O)=[CH:9][CH:8]=1)[CH2:2][CH2:3][CH2:4][CH3:5].CNN>ClCCl>[CH2:1]([O:6][C:7]1[CH:8]=[CH:9][C:10]([CH2:11][O:12][NH2:13])=[CH:24][CH:25]=1)[CH2:2][CH2:3][CH2:4][CH3:5]. Procedure: To a stirred solution N-hydroxyphthalimide (2.45 g), 4-pentyloxybenzyl alcohol (Aldrich, 2.92 g) and triphenylphosphine (4.72 g) in THF was added drop-wise diethyl azodicarboxylate (1.2 eq.). The reaction mixture was stirred at room temperature for 2 hours. The solvent was evaporated under reduced pressure and the residue was subjected to column chromatography on silica gel (petroleum ether/EtOAc, 1/2, v/v) and gave 2-(4-pentyloxy-benzyloxy)-isoindole-1,3-dione. This phthalimide intermediate (4.... Starting materials: C=CCC1(O)OC(COCc2ccccc2)C(OCc2ccccc2)CC1OCc1ccccc1, CCO, CC(C)=O, Cl[Hg]Cl, O=[Hg], C1CN2CCN1CC2, O, O, c1ccccc1. The product is OC1OC(COCc2ccccc2)C(OCc2ccccc2)CC1OCc1ccccc1. RXN SMILES: [CH2:1]([CH:2]=[CH2:3])[C:4]1([OH:5])[CH:6]([O:7][CH2:8][c:9]2[cH:10][cH:11][cH:12][cH:13][cH:14]2)[CH2:15][CH:16]([O:17][CH2:18][c:19]2[cH:20][cH:21][cH:22][cH:23][cH:24]2)[CH:25]([CH2:27][O:28][CH2:29][c:30]2[cH:31][cH:32][cH:33][cH:34][cH:35]2)[O:26]1.[CH2:51]([OH:52])[CH3:53].[CH3:55][C:56]([CH3:57])=[O:58].[Cl:59][Hg:60][Cl:61].[Hg:62]=[O:63].[N:36]12[CH2:37][CH2:38][N:39]([CH2:40][CH2:41]1)[CH2:42][CH2:43]2.[OH2:44].[OH2:54].[cH:45]1[cH:46][cH:47][cH:48][cH:49][cH:50]1>>[CH:4]1([OH:5])[CH:6]([O:7][CH2:8][c:9]2[cH:10][cH:11][cH:12][cH:13][cH:14]2)[CH2:15][CH:16]([O:17][CH2:18][c:19]2[cH:20][cH:21][cH:22][cH:23][cH:24]2)[CH:25]([CH2:27][O:28][CH2:29][c:30]2[cH:31][cH:32][cH:33][cH:34][cH:35]2)[O:26]1. Starting materials: COCOC1=NNC=C1C(=O)OCC (ethyl 3-(methoxymethoxy)-1H-pyrazole-4-carboxylate), CC1=C(C=CC=C1)B(O)O (2-methylphenylboronic acid), N1=CC=CC=C1 (pyridine), ClCCl (dichloromethane). The reagents and catalysts are C(C)(=O)[O-].[Cu+2].C(C)(=O)[O-] (copper(II) acetate). Run in O (Water). Run at time 16 hour. Yields the product COCOC1=NN(C=C1C(=O)OCC)C1=C(C=CC=C1)C (ethyl 3-(methoxymethoxy)-1-(2-methylphenyl)-1H-pyrazole-4-carboxylate). The yield is 91.6%. As a reaction SMILES: [CH3:1][O:2][CH2:3][O:4][C:5]1[C:9]([C:10]([O:12][CH2:13][CH3:14])=[O:11])=[CH:8][NH:7][N:6]=1.[CH3:15][C:16]1[CH:21]=[CH:20][CH:19]=[CH:18][C:17]=1B(O)O.N1C=CC=CC=1.ClCCl>C([O-])(=O)C.[Cu+2].C([O-])(=O)C.O>[CH3:1][O:2][CH2:3][O:4][C:5]1[C:9]([C:10]([O:12][CH2:13][CH3:14])=[O:11])=[CH:8][N:7]([C:17]2[CH:18]=[CH:19][CH:20]=[CH:21][C:16]=2[CH3:15])[N:6]=1 |f:4.5.6|. Procedure details: A mixture of ethyl 3-(methoxymethoxy)-1H-pyrazole-4-carboxylate (1.80 g), 2-methylphenylboronic acid (2.45 g), pyridine (1.46 mL), copper(II) acetate (2.45 g) and dichloromethane (50 mL) was stirred at room temperature for 16 hrs. Water was poured into the reaction mixture, and the mixture was extracted with ethyl acetate. The organic layer was washed with saturated brine, dried over anhydrous magnesium sulfate and concentrated. The residue was subjected to silica gel column chromatography and e... Reactants: CCCCC1CC2CCC(C1)N2, CC#N, CC(CI)CN1C(=O)COc2cc(F)ccc21. Product: CCCCC1CC2CCC(C1)N2CC(C)CN1C(=O)COc2cc(F)ccc21. RXN SMILES: [CH2:18]([CH2:19][CH2:20][CH3:21])[CH:22]1[CH2:23][CH:24]2[CH2:25][CH2:26][CH:27]([CH2:28]1)[NH:29]2.[CH3:30][C:31]#[N:32].[F:1][c:2]1[cH:3][c:4]2[c:5]([cH:16][cH:17]1)[N:6]([CH2:11][CH:12]([CH2:13][I:14])[CH3:15])[C:7](=[O:10])[CH2:8][O:9]2>>[F:1][c:2]1[cH:3][c:4]2[c:5]([cH:16][cH:17]1)[N:6]([CH2:11][CH:12]([CH2:13][N:29]1[CH:24]3[CH2:23][CH:22]([CH2:18][CH2:19][CH2:20][CH3:21])[CH2:28][CH:27]1[CH2:26][CH2:25]3)[CH3:15])[C:7](=[O:10])[CH2:8][O:9]2. Starting materials: CS(=O)(=O)Cc1ccc(C(=O)Nc2ccc(Cl)c(-c3ccccn3)c2)cc1OCCBr, O=C([O-])[O-], [K+], [K+], O=C1CNCCN1, CN(C)C=O. RXN SMILES: [Br:1][CH2:2][CH2:3][O:4][c:5]1[cH:6][c:7]([C:8](=[O:9])[NH:10][c:11]2[cH:12][c:13](-[c:18]3[n:19][cH:20][cH:21][cH:22][cH:23]3)[c:14]([Cl:17])[cH:15][cH:16]2)[cH:24][cH:25][c:26]1[CH2:27][S:28](=[O:29])(=[O:30])[CH3:31].[C:32](=[O:33])([O-:34])[O-:35].[K+:36].[K+:37].[NH:38]1[C:39](=[O:44])[CH2:40][NH:41][CH2:42][CH2:43]1.[O:45]=[CH:46][N:47]([CH3:48])[CH3:49]>>[CH2:2]([CH2:3][O:4][c:5]1[cH:6][c:7]([C:8](=[O:9])[NH:10][c:11]2[cH:12][c:13](-[c:18]3[n:19][cH:20][cH:21][cH:22][cH:23]3)[c:14]([Cl:17])[cH:15][cH:16]2)[cH:24][cH:25][c:26]1[CH2:27][S:28](=[O:29])(=[O:30])[CH3:31])[N:41]1[CH2:40][C:39](=[O:44])[NH:38][CH2:43][CH2:42]1. The product is CS(=O)(=O)Cc1ccc(C(=O)Nc2ccc(Cl)c(-c3ccccn3)c2)cc1OCCN1CCNC(=O)C1.